This data is from the Open Reaction Database (ORD), a public repository of structured organic reaction records. The task is: describe an organic reaction: reactants, conditions, products, and yield Reactants: CC(=O)OCc1nc2cnc3ccccc3c2s1, ClC(Cl)Cl, O=C(OO)c1cccc(Cl)c1. Product: CC(=O)OCc1nc2c[n+]([O-])c3ccccc3c2s1. As a reaction SMILES: [C:12]([CH3:13])(=[O:14])[O:15][CH2:16][c:17]1[s:18][c:19]2[c:20]([cH:21][n:22][c:23]3[cH:24][cH:25][cH:26][cH:27][c:28]23)[n:29]1.[CH:30]([Cl:31])([Cl:32])[Cl:33].[OH:1][O:2][C:3]([c:4]1[cH:5][c:6]([Cl:7])[cH:8][cH:9][cH:10]1)=[O:11]>>[O-:1][n+:22]1[cH:21][c:20]2[c:19]([s:18][c:17]([CH2:16][O:15][C:12]([CH3:13])=[O:14])[n:29]2)[c:28]2[c:23]1[cH:24][cH:25][cH:26][cH:27]2. The reactants are CC(=O)OCc1noc(-c2ccc(F)cc2F)c1-c1ccc(=O)n(-c2c(C)cc(Cl)cc2C)c1, O=C([O-])[O-], CCO, Cl, [K+], [K+]. Product: Cc1cc(Cl)cc(C)c1-n1cc(-c2c(CO)noc2-c2ccc(F)cc2F)ccc1=O. Reaction SMILES: [C:1](=[O:2])([CH3:3])[O:4][CH2:5][c:6]1[n:7][o:8][c:9](-[c:27]2[c:28]([F:34])[cH:29][c:30]([F:33])[cH:31][cH:32]2)[c:10]1-[c:11]1[cH:12][n:13](-[c:18]2[c:19]([CH3:26])[cH:20][c:21]([Cl:25])[cH:22][c:23]2[CH3:24])[c:14](=[O:17])[cH:15][cH:16]1.[C:35](=[O:36])([O-:37])[O-:38].[CH3:42][CH2:43][OH:44].[ClH:41].[K+:39].[K+:40]>>[OH:4][CH2:5][c:6]1[n:7][o:8][c:9](-[c:27]2[c:28]([F:34])[cH:29][c:30]([F:33])[cH:31][cH:32]2)[c:10]1-[c:11]1[cH:12][n:13](-[c:18]2[c:19]([CH3:26])[cH:20][c:21]([Cl:25])[cH:22][c:23]2[CH3:24])[c:14](=[O:17])[cH:15][cH:16]1. The yield is 92.0%. Product: BrC1=CC2=C(NC(=N2)CCl)C=C1 (5-bromo-2-chloromethyl-1H-benzimidazole), solid. RXN SMILES: [Br:1][C:2]1[CH:3]=[C:4]([NH2:9])[C:5]([NH2:8])=[CH:6][CH:7]=1.Cl.C(O[C:14](=N)[CH2:15][Cl:16])C>>[Br:1][C:2]1[CH:7]=[CH:6][C:5]2[NH:8][C:14]([CH2:15][Cl:16])=[N:9][C:4]=2[CH:3]=1 |f:1.2|. Procedure details: Using the procedure for Step D in Example 1 (as described in J. Med. Chem., 1986, 29, 2280), the title compound was prepared from 4-bromo-benzene-1,2-diamine (200 mg, 1.07 mmol) and 2-chloroacetimidic acid ethyl ester hydrochloride salt (168 mg, 1.07 mmol) and was obtained as an off-white solid (240.3 mg, 92% yield). 1H NMR (400 MHz, CD3OD) δ (ppm): 7.75 (d, 1H, J=1.4 Hz), 7.47 (d, 1H, J=8.6 Hz), 7.74 (dd, 1H, J=8.6 Hz, J=1.3 Hz), 4.84 (s, 2H). Mass Spectrum (LCMS, ESI pos.) Calcd. For C18H20ClN... The reactants are BrC=1C=C(C(=CC1)N)N (4-bromo-benzene-1,2-diamine), Cl.C(C)OC(CCl)=N (2-chloroacetimidic acid ethyl ester hydrochloride salt). The reactants are CN(C)C=O, O=C(O)Cc1ccccc1Cl, O=C(Cl)C(=O)Cl, ClCCl. Yields the product O=C(Cl)Cc1ccccc1Cl. As a reaction SMILES: [CH3:7][N:8]([CH3:9])[CH:10]=[O:11].[Cl:12][c:13]1[c:14]([CH2:19][C:20]([OH:21])=[O:22])[cH:15][cH:16][cH:17][cH:18]1.[Cl:1][C:2](=[O:3])[C:4]([Cl:5])=[O:6].[Cl:23][CH2:24][Cl:25]>>[Cl:1][C:2](=[O:3])[CH2:4][c:14]1[c:13]([Cl:12])[cH:18][cH:17][cH:16][cH:15]1. Starting materials: C(C)OC([C@H](CC1=CC=C(C=C1)NC1=NC=CC2=CC=NC=C12)NC(=O)OC(C)(C)C)=O (ethyl-(S)-3-[4-(2,7-naphthyridin-1-ylamino)phenyl]-2-[(t-butoxycarbonyl) amino]propanoate), C(C)OC([C@H](CC1=CC=C(C=C1)N)NC(=O)OC(C)(C)C)=O (ethyl-(S)-3-[4-aminophenyl]-2-[t-butoxycarbonylamino]propanoate), Intermediate 11, CO.C(Cl)Cl (MeOH DCM). Run in C(C)OC(C)O (ethoxyethanol). Yields the product N[C@H](C(=O)OCC)CC1=CC=C(C=C1)NC1=NC=CC2=CC=NC=C12 (Ethyl (2S)-2-amino-3-[4-(2,7-naphthyridin-1-ylamino)phenyl]propanoate). As a reaction SMILES: C(OC(=O)[C@@H](NC(OC(C)(C)C)=O)CC1C=CC(N)=CC=1)C.CO.C(Cl)Cl.[CH2:28]([O:30][C:31](=[O:59])[C@@H:32]([NH:51]C(OC(C)(C)C)=O)[CH2:33][C:34]1[CH:39]=[CH:38][C:37]([NH:40][C:41]2[C:50]3[C:45](=[CH:46][CH:47]=[N:48][CH:49]=3)[CH:44]=[CH:43][N:42]=2)=[CH:36][CH:35]=1)[CH3:29]>C(OC(O)C)C>[NH2:51][C@@H:32]([CH2:33][C:34]1[CH:39]=[CH:38][C:37]([NH:40][C:41]2[C:50]3[C:45](=[CH:46][CH:47]=[N:48][CH:49]=3)[CH:44]=[CH:43][N:42]=2)=[CH:36][CH:35]=1)[C:31]([O:30][CH2:28][CH3:29])=[O:59] |f:1.2|. Reported procedure: A solution of ethyl-(S)-3-[4-aminophenyl]-2-[t-butoxycarbonylamino]propanoate (638 mg, 2.07 mmol) and Intermediate 11 (310 mg, 1.88 mmol) in ethoxyethanol (2 ml) was stirred at 120° for 15 min and at 100° for 1 h under nitrogen. The volatiles were removed in vacuo and the dark residue partitioned between EtOAc (70 ml) and saturated aqueous NaHCO3 (10 ml). The phases were separated and the aqueous layer re-extracted with EtOAc (2×30 ml). The combined organic extracts were washed with brine (10 ml... Starting materials: N(CC(=O)N[C@@H](CC(C)C)C(=O)N[C@@H](C)C(=O)OCC1=CC=CC=C1)C(=O)OC(C)(C)C (Boc-Gly-Leu-Ala-OBzl), Cl (hydrogen chloride), FC(C(=O)O)(F)F (trifluoroacetic acid), N[C@@H](CC(C)C)C(=O)N[C@@H](C)C(=O)OCC1=CC=CC=C1 (H-Leu-Ala-OBzl), FC(C(=O)[O-])(F)F (trifluoroacetate). The solvent is C(C)(=O)OCC (ethyl acetate), CCOCC (ether). The product is NCC(=O)N[C@@H](CC(C)C)C(=O)N[C@@H](C)C(=O)OCC1=CC=CC=C1.Cl (H-Gly-Leu-Ala-OBzl HCl). As a reaction SMILES: [NH:1](C(OC(C)(C)C)=O)[CH2:2][C:3]([NH:5][C@H:6]([C:11]([NH:13][C@H:14]([C:16]([O:18][CH2:19][C:20]1[CH:25]=[CH:24][CH:23]=[CH:22][CH:21]=1)=[O:17])[CH3:15])=[O:12])[CH2:7][CH:8]([CH3:10])[CH3:9])=[O:4].FC(F)(F)C(O)=O.N[C@H](C(N[C@H](C(OCC1C=CC=CC=1)=O)C)=O)CC(C)C.FC(F)(F)C([O-])=O.[ClH:68]>CCOCC.C(OCC)(=O)C>[NH2:1][CH2:2][C:3]([NH:5][C@H:6]([C:11]([NH:13][C@H:14]([C:16]([O:18][CH2:19][C:20]1[CH:21]=[CH:22][CH:23]=[CH:24][CH:25]=1)=[O:17])[CH3:15])=[O:12])[CH2:7][CH:8]([CH3:10])[CH3:9])=[O:4].[ClH:68] |f:7.8|. Procedure details: Boc-Gly-Leu-Ala-OBzl was prepared by coupling Boc-Gly-OH (5.70 g, 32.6 mmoles) to H-Leu-Ala-OBzl using the mixed anhydride procedure described in Example 2. The product (13.8 g) was obtained as an amorphous solid. Boc-Gly-Leu-Ala-OBzl was deblocked with trifluoroacetic acid by the procedure described for the preparation of H-Leu-Ala-OBzl except that the trifluoroacetate salt was soluble in ether. The preparation was dissolved in ethyl acetate and treated with anhydrous hydrogen chloride. The res...